Dataset: the Open Reaction Database (ORD), a public repository of structured organic reaction records. Task: describe an organic reaction: reactants, conditions, products, and yield Starting materials: O (water), [Se](=O)=O (selenium dioxide), CC1=CC=NC2=CC=C(C=C12)C1=CC=CC=C1 (4-methyl-6-phenyl-quinoline). Run in O1CCOCC1 (dioxane). Reaction conditions: time 1 hour. The product is C1(=CC=CC=C1)C=1C=C2C(=CC=NC2=CC1)C=O (6-Phenyl-4-quinoline-carboxaldehyde). As a reaction SMILES: [OH2:1].[Se](=O)=O.[CH3:5][C:6]1[C:15]2[C:10](=[CH:11][CH:12]=[C:13]([C:16]3[CH:21]=[CH:20][CH:19]=[CH:18][CH:17]=3)[CH:14]=2)[N:9]=[CH:8][CH:7]=1>O1CCOCC1>[C:16]1([C:13]2[CH:14]=[C:15]3[C:10](=[CH:11][CH:12]=2)[N:9]=[CH:8][CH:7]=[C:6]3[CH:5]=[O:1])[CH:17]=[CH:18][CH:19]=[CH:20][CH:21]=1. Procedure: 1.4 ml of water and 17 g of selenium dioxide are added to 8.5 g (38.8 mmol) of 4-methyl-6-phenyl-quinoline in 85 ml of dioxane and the mixture is boiled for 1 hour. The selenium is filtered off with suction and washed with methanol and the filtrate is concentrated. The resulting mixture is separated by flash chromatography, the clean fractions are concentrated and the residue is stirred with ether, filtered off with suction and washed with ether. 3.2 g of colourless crystals of melting point 115... Product: CC1(O)OC(CN)C(O)C(O)C1O. Starting materials: CC1(O)OC(CO)C(O)C(O)C1O, ClC(Cl)(Cl)Cl, [N-]=[N+]=[N-], [Na+], c1ccc(P(c2ccccc2)c2ccccc2)cc1. RXN SMILES: [CH3:1][C:2]1([OH:3])[CH:4]([OH:5])[CH:6]([OH:7])[CH:8]([OH:9])[CH:10]([CH2:12][OH:13])[O:11]1.[Cl:37][C:38]([Cl:39])([Cl:40])[Cl:41].[N-:15]=[N+:16]=[N-:17].[Na+:14].[c:18]1([P:19]([c:20]2[cH:21][cH:22][cH:23][cH:24][cH:25]2)[c:26]2[cH:27][cH:28][cH:29][cH:30][cH:31]2)[cH:32][cH:33][cH:34][cH:35][cH:36]1>>[CH3:1][C:2]1([OH:3])[CH:4]([OH:5])[CH:6]([OH:7])[CH:8]([OH:9])[CH:10]([CH2:12][NH2:15])[O:11]1. Reactants: ClC1=CC(=CC=C1)C(=O)OO (m-CPBA), ClC1=C(C2=CC=CC=C2C=C1)C1=NC=CC=C1C (2-(2-chloronaphthalen-1-yl)-3-methylpyridine), [OH-].[Na+] (NaOH). Solvent: ClCCl (dichloromethane). Conditions: temperature 0 celsius, time 2 hour. Yields the product ClC1=C(C2=CC=CC=C2C=C1)C1=[N+](C=C(C=C1)C)[O-] (2-(2-chloronaphthalen-1-yl)-5-methylpyridine-1-oxide). RXN SMILES: [Cl:1][C:2]1[CH:11]=[CH:10][C:9]2[C:4](=[CH:5][CH:6]=[CH:7][CH:8]=2)[C:3]=1[C:12]1[C:17](C)=[CH:16][CH:15]=[CH:14][N:13]=1.Cl[C:20]1C=CC=C(C(OO)=O)C=1.[OH-:30].[Na+]>ClCCl>[Cl:1][C:2]1[CH:11]=[CH:10][C:9]2[C:4](=[CH:5][CH:6]=[CH:7][CH:8]=2)[C:3]=1[C:12]1[CH:17]=[CH:16][C:15]([CH3:20])=[CH:14][N+:13]=1[O-:30] |f:2.3|. Procedure: A round-bottomed flask having a volume of 50 mL and equipped with a glass stopper and a three-way cock was dried, and 890 mg (3.51 mmol) of 2-(2-chloronaphthalen-1-yl)-3-methylpyridine and 20 mL of dichloromethane were introduced thereinto. This colorless solution was cooled to 0° C., and then 1.59 g (69-75%) of m-CPBA (meta-chloroperbenzoic acid) was each added thereto three times at intervals of 10 minutes. Next, the temperature was slowly increased to room temperature, and the colorless solut... Reactants: FC1=C(N)C(=CC=C1N1CCCC1)[N+](=O)[O-] (2-fluoro-6-nitro-3-pyrrolidin-1-ylaniline). Reagents/catalysts: [Ni] (Raney nickel). Run in C(C)O (ethanol), C(C)O (ethanol). Conditions: time 8 hour. Yields the product FC1=C(C(=CC=C1N1CCCC1)N)N (3-fluoro-4-pyrrolidin-1-ylbenzene-1,2-diamine). Isolated yield 17.5%. RXN SMILES: [F:1][C:2]1[C:8]([N:9]2[CH2:13][CH2:12][CH2:11][CH2:10]2)=[CH:7][CH:6]=[C:5]([N+:14]([O-])=O)[C:3]=1[NH2:4]>C(O)C.[Ni]>[F:1][C:2]1[C:8]([N:9]2[CH2:13][CH2:12][CH2:11][CH2:10]2)=[CH:7][CH:6]=[C:5]([NH2:14])[C:3]=1[NH2:4]. Reported procedure: To a mixture of 2-fluoro-6-nitro-3-pyrrolidin-1-ylaniline (285 mg, 1.26 mmol) in ethanol (20 ml) was added a slurry of Raney nickel (approximately 100 mg) in ethanol. The mixture was stirred under a hydrogen atmosphere (1 atm) at rt overnight. The reaction was purged of hydrogen, flushed with nitrogen and then filtered through a pad of Celite® using ethanol to rinse. The filtrate was concentrated under reduced pressure to afford crude product (43 mg, 17%) which was used without purification. 1H ... The reactants are [BH4-], CCOC(=O)C(Cc1cccc(C(C)(C)C)c1)C(=O)c1cccc(Cl)c1, [Cl-], [Cl-], [Na+], [Zn+2]. The product is CCOC(=O)C(Cc1cccc(C(C)(C)C)c1)C(O)c1cccc(Cl)c1. RXN SMILES: [BH4-:1].[C:3]([CH3:4])([CH3:5])([CH3:6])[c:7]1[cH:8][c:9]([CH2:10][CH:11]([C:12](=[O:13])[O:14][CH2:15][CH3:16])[C:17](=[O:18])[c:19]2[cH:20][c:21]([Cl:25])[cH:22][cH:23][cH:24]2)[cH:26][cH:27][cH:28]1.[Cl-:29].[Cl-:31].[Na+:2].[Zn+2:30]>>[C:3]([CH3:4])([CH3:5])([CH3:6])[c:7]1[cH:8][c:9]([CH2:10][CH:11]([C:12](=[O:13])[O:14][CH2:15][CH3:16])[CH:17]([OH:18])[c:19]2[cH:20][c:21]([Cl:25])[cH:22][cH:23][cH:24]2)[cH:26][cH:27][cH:28]1. Reactants: C1(=CC=CC=C1)C (toluene), COC1=CC=C(N)C=C1 (4-methoxyaniline), C(=O)C(C(=O)[O-])C1=CC=C(C=C1)OC (formyl-4-methoxyphenylacetate), C1(=CC=CC=C1)C (toluene), Cl (HCl). Product: COC1=CC=C(N\C=C(/C(=O)OCC)\C2=CC=C(C=C2)OC)C=C1 (Ethyl (Z)-3-(4-methoxyanilino)-2-(4-methoxyphenyl)-2-propenoate). The yield is 74.0%. RXN SMILES: [CH3:1][O:2][C:3]1[CH:9]=[CH:8][C:6]([NH2:7])=[CH:5][CH:4]=1.[CH:10]([CH:12]([C:16]1[CH:21]=[CH:20][C:19]([O:22][CH3:23])=[CH:18][CH:17]=1)[C:13]([O-:15])=[O:14])=O.Cl.[C:25]1(C)C=CC=C[CH:26]=1>>[CH3:1][O:2][C:3]1[CH:9]=[CH:8][C:6]([NH:7]/[CH:10]=[C:12](/[C:16]2[CH:21]=[CH:20][C:19]([O:22][CH3:23])=[CH:18][CH:17]=2)\[C:13]([O:15][CH2:25][CH3:26])=[O:14])=[CH:5][CH:4]=1. Procedure details: A solution of 4-methoxyaniline (1.47 g, 11.94 mmol) and ethyl ∀-formyl-4-methoxyphenylacetate (2.92 g, 1.1 eq) in toluene (25 ml) is refluxed for 18 hours. After cooling, the reaction mixture is diluted with toluene (15 ml) and then acidified with 10% HCl. After extraction, the organic phase obtained is dried over MgSO4 and then evaporated under reduced pressure. The residue is purified by chromatography on a column of silica (eluent: CH2Cl2) to give 2.89 g (74%) of compound 22 (Z isomer) in the... The reactants are CC(=O)C.OS(=O)(=O)O.O=[Cr](=O)=O (Jones reagent), C(C1=CC=CC=C1)OCCCO (3-benzyloxy-1-propanol), C(C)(=O)OCC (Ethyl acetate). RXN SMILES: [CH2:1]([O:8][CH2:9][CH2:10][CH2:11][OH:12])[C:2]1[CH:7]=[CH:6][CH:5]=[CH:4][CH:3]=1.CC(C)=[O:15].OS(O)(=O)=O.O=[Cr](=O)=O.C(OCC)(=O)C>CC(C)=O>[CH2:1]([O:8][CH2:9][CH2:10][C:11]([OH:15])=[O:12])[C:2]1[CH:7]=[CH:6][CH:5]=[CH:4][CH:3]=1 |f:1.2.3|. Procedure details: To 3-benzyloxy-1-propanol (1.66 g) dissolved in acetone (10 ml) was added 2N Jones reagent (10 ml) while cooling on ice, and the mixture was stirred for 4 hours at room temperature. Ethyl acetate was added, and the resultant mixture was washed with water. The organic layer was extracted with a sat. aq. K2CO3, and the aqueous layer was washed with ethyl acetate. The washed material was acidified with dilute HCl, again extracted with ethyl acetate, then washed with saturated brine. Drying over anh... The product is C(C1=CC=CC=C1)OCCC(=O)O (3-benzyloxypropionic acid). Run at time 4 hour. Run in CC(=O)C (acetone). Starting materials: [N+](=O)([O-])C=1C=C(C=CC1)C1=NC=NC=C1 (4-(3-Nitrophenyl)pyrimidine). The reagents and catalysts are [Pd] (palladium on activated carbon). Run in CO (MeOH), C1CCOC1 (THF). Conditions: time 1 hour. The product is NC=1C=C(C=CC1)C1=NC=NC=C1 (4-(3-Aminophenyl)pyrimidine). Yield: 96.1%. As a reaction SMILES: [N+:1]([C:4]1[CH:5]=[C:6]([C:10]2[CH:15]=[CH:14][N:13]=[CH:12][N:11]=2)[CH:7]=[CH:8][CH:9]=1)([O-])=O>CO.C1COCC1.[Pd]>[NH2:1][C:4]1[CH:5]=[C:6]([C:10]2[CH:15]=[CH:14][N:13]=[CH:12][N:11]=2)[CH:7]=[CH:8][CH:9]=1. Reported procedure: To a suspension of (57) (6.3 g, 31 mmol) in a mixture of MeOH (60 ml) and THF (30 ml) was added 5% palladium on activated carbon (300 mg) and the mixture was hydrogenated at ambient pressure for 1 hr. The mixture was filtered and concentrated under reduced pressure. The residue was purified by column-chromatography on silica gel using a mixture of hexane and ethylacetate (3:1) as the eluent to give (58) (5.1 g, 96%). Starting materials: COC1=NS(N=C1OC)(=O)=O (3,4-dimethoxy-1,2,5-thiadiazole 1,1-dioxide), CC=1C(=NON1)CSCCN (2-[(4-methyl-1,2,5-oxadiazol-3-yl)methylthio]ethylamine), CN (methylamine). Product: CC=1C(=NON1)CSCCNC1=NS(N=C1NC)(=O)=O (3-{2-[(4-Methyl-1,2,5-oxadiazol-3-yl)methylthio]ethylamino}-4-methylamino-1,2,5-thiadiazole 1,1-dioxide). Reaction SMILES: CO[C:3]1[C:7](OC)=[N:6][S:5](=[O:11])(=[O:10])[N:4]=1.[CH3:12][C:13]1[C:14]([CH2:18][S:19][CH2:20][CH2:21][NH2:22])=[N:15][O:16][N:17]=1.[CH3:23][NH2:24]>>[CH3:12][C:13]1[C:14]([CH2:18][S:19][CH2:20][CH2:21][NH:22][C:3]2[C:7]([NH:24][CH3:23])=[N:6][S:5](=[O:11])(=[O:10])[N:4]=2)=[N:15][O:16][N:17]=1. Procedure details: When a methanolic suspension of 3,4-dimethoxy-1,2,5-thiadiazole 1,1-dioxide is successively treated with an equimolar amount of 2-[(4-methyl-1,2,5-oxadiazol-3-yl)methylthio]ethylamine [prepared in Step B] and excess methylamine by the general procedure of Example 2, the title compound is thereby produced. The reactants are ClC1=C(C=C(C=C1)S(=O)(=O)NC=1C(=NC=C(C1)C)C(=O)O)C(F)(F)F (3-(4-Chloro-3-trifluoromethyl-benzenesulfonylamino)-5-methyl-pyridine-2 carboxylic acid), ClC1=C(C=C(C=C1)S(=O)(=O)Cl)C(F)(F)F (4-chloro-3-trifluoromethyl-benzenesulfonyl chloride), COC(=O)C1=NC=CC=C1N (3-amino-pyridine-2-carboxylic acid methyl ester), ClC1=C(C=C(C=C1)S(=O)(=O)NC=1C(=NC=C(C1)C)C#N)C(F)(F)F (4-chloro-N-(2-cyano-5-methylpyridin-3-yl)-3-(trifluoromethyl)benzenesulfonamide), [Li+].[OH-] (LiOH). Solvent: C1CCOC1 (THF), N1=CC=CC=C1 (pyridine). Conditions: time 1 hour. Yields the product ClC1=C(C=C(C=C1)S(=O)(=O)NC=1C(=NC=CC1)C(=O)O)C(F)(F)F (3-(4-Chloro-3-trifluoromethyl-benzenesulfonylamino)-pyridine-2-carboxylic acid). RXN SMILES: ClC1C=CC(S(Cl)(=O)=O)=CC=1C(F)(F)F.COC(C1C(N)=CC=CN=1)=O.ClC1C=CC(S(NC2C(C#N)=NC=C(C)C=2)(=O)=O)=CC=1C(F)(F)F.[Cl:51][C:52]1[CH:57]=[CH:56][C:55]([S:58]([NH:61][C:62]2[C:63]([C:69]([OH:71])=[O:70])=[N:64][CH:65]=[C:66](C)[CH:67]=2)(=[O:60])=[O:59])=[CH:54][C:53]=1[C:72]([F:75])([F:74])[F:73].[Li+].[OH-]>N1C=CC=CC=1.C1COCC1>[Cl:51][C:52]1[CH:57]=[CH:56][C:55]([S:58]([NH:61][C:62]2[C:63]([C:69]([OH:71])=[O:70])=[N:64][CH:65]=[CH:66][CH:67]=2)(=[O:59])=[O:60])=[CH:54][C:53]=1[C:72]([F:74])([F:73])[F:75] |f:4.5|. Procedure details: Prepared from 0.60 g (2.17 mmol) of 4-chloro-3-trifluoromethyl-benzenesulfonyl chloride and 0.30 g (1.97 mmol) of 3-amino-pyridine-2-carboxylic acid methyl ester in 3 mL pyridine using the procedure used to prepare 4-chloro-N-(2-cyano-5-methylpyridin-3-yl)-3-(trifluoromethyl)benzenesulfonamide in the preparation of Intermediate 6. The solvent was switched to THF, followed by the addition of 1 M aqueous LiOH and the mixture stirred for 1 hour. The pH of the mixture was adjusted to neutral and the...